This data is from the Open Reaction Database (ORD), a public repository of structured organic reaction records. The task is: describe an organic reaction: reactants, conditions, products, and yield Starting materials: OC1=CC=C2C(C=COC2=C1)=O (7-hydroxychromone), [H][H] (hydrogen). The reagents and catalysts are [C].[Pd] (palladium carbon). Run in C(C)O (ethanol). Reaction conditions: time 48 hour. Product: OC1=CC=C2CCCOC2=C1 (7-hydroxychroman). Yield: 95.0%. RXN SMILES: [OH:1][C:2]1[CH:11]=[C:10]2[C:5]([C:6](=O)[CH:7]=[CH:8][O:9]2)=[CH:4][CH:3]=1.[H][H]>[C].[Pd].C(O)C>[OH:1][C:2]1[CH:11]=[C:10]2[C:5]([CH2:6][CH2:7][CH2:8][O:9]2)=[CH:4][CH:3]=1 |f:2.3|. Procedure details: To a 1000 mL round bottomed flask, 0.15 mol of 7-hydroxychromone, and then 2.50 g of 5% palladium carbon and 300 mL of ethanol were added. Subsequently, hydrogen was passed into the flask, and the reaction was carried out for 48 hours at 50° C. Palladium carbon was removed by sucking filtration, and ethanol was removed by rotary evaporation. Then 21.39 g of 7-hydroxychroman was obtained, with a yield of 92.4% and MS m/z (M)150. The product is CCSc1ncc(C#N)c(N=CN(C)C)n1. RXN SMILES: [CH3:13][O:14][CH:15]([N:16]([CH3:17])[CH3:18])[O:19][CH3:20].[CH3:21][c:22]1[cH:23][cH:24][cH:25][cH:26][cH:27]1.[NH2:1][c:2]1[n:3][c:4]([S:10][CH2:11][CH3:12])[n:5][cH:6][c:7]1[C:8]#[N:9]>>[N:1]([c:2]1[n:3][c:4]([S:10][CH2:11][CH3:12])[n:5][cH:6][c:7]1[C:8]#[N:9])=[CH:15][N:16]([CH3:17])[CH3:18]. The reactants are COC(OC)N(C)C, Cc1ccccc1, CCSc1ncc(C#N)c(N)n1. Starting materials: C1COCCO1, COC(=O)c1ccc(OC(C)C)c(F)c1, [Na+], [OH-]. Yields the product CC(C)Oc1ccc(C(=O)O)cc1F. As a reaction SMILES: [CH2:18]1[O:19][CH2:20][CH2:21][O:22][CH2:23]1.[F:1][c:2]1[cH:3][c:4]([C:5](=[O:6])[O:7][CH3:8])[cH:9][cH:10][c:11]1[O:12][CH:13]([CH3:14])[CH3:15].[Na+:17].[OH-:16]>>[F:1][c:2]1[cH:3][c:4]([C:5](=[O:6])[OH:7])[cH:9][cH:10][c:11]1[O:12][CH:13]([CH3:14])[CH3:15].